The task is: describe an organic reaction: reactants, conditions, products, and yield. This data is from the Open Reaction Database (ORD), a public repository of structured organic reaction records. Starting materials: C(=O)([O-])[O-].[K+].[K+] (K2CO3), CN(C(C1=CC=C(C=C1)CBr)=O)C1CCCCC1 (4-bromomethylbenzoic acid N-methyl-N-cyclohexyl amide), COC=1C=C(C=CC1)O (3-methoxyphenol). Product: C1(CCCCC1)N(C(C1=CC=C(C=C1)COC1=CC(=CC=C1)OC)=O)C (N-cyclohexyl-4-[(3-methoxyphenoxy)methyl]-N-methylbenzamide). Reaction SMILES: C([O-])([O-])=O.[K+].[K+].[CH3:7][N:8]([CH:19]1[CH2:24][CH2:23][CH2:22][CH2:21][CH2:20]1)[C:9](=[O:18])[C:10]1[CH:15]=[CH:14][C:13]([CH2:16]Br)=[CH:12][CH:11]=1.[CH3:25][O:26][C:27]1[CH:28]=[C:29]([OH:33])[CH:30]=[CH:31][CH:32]=1>>[CH:19]1([N:8]([CH3:7])[C:9](=[O:18])[C:10]2[CH:15]=[CH:14][C:13]([CH2:16][O:33][C:29]3[CH:30]=[CH:31][CH:32]=[C:27]([O:26][CH3:25])[CH:28]=3)=[CH:12][CH:11]=2)[CH2:24][CH2:23][CH2:22][CH2:21][CH2:20]1 |f:0.1.2|. Procedure: The reaction and workup were carried out in the same manner as for Example 21 using K2CO3 (674 mg, 4.88 mmol), 4-bromomethylbenzoic acid N-methyl-N-cyclohexyl amide (629 mg, 2.03 mmol) and 3-methoxyphenol (251 mg, 2.02 mmol). The crude product was chromatographed on silica gel using mixtures of ethyl acetate and hexane as eluents to give the title compound as a crystalline solid that could be recrystallized from ethyl acetate and hexane, m. pt. 90.38° C. (DSC). Starting materials: O (water), C=1C=CC2=C(C1)C(=CN2)CCO (tryptophol), C(C)(=O)OCC(=O)C (acetonyl acetate), C1(=CC=C(C=C1)S(=O)(=O)O)C (p-toluenesulfonic acid). The solvent is C1=CC=CC=C1 (benzene), C(C)(=O)OCC (ethyl acetate), C1=CC=CC=C1 (benzene). Yields the product CC1(OCCC2=C1NC1=CC=CC=C21)CO (1-methyl-1,3,4,9-tetrahydropyrano[3,4-b]indole-1-methanol), C(C)(=O)[O-] (acetate). Reaction SMILES: [CH:1]1[CH:2]=[CH:3][C:4]2[NH:9][CH:8]=[C:7]([CH2:10][CH2:11][OH:12])[C:5]=2[CH:6]=1.[C:13]([O:16][CH2:17][C:18]([CH3:20])=O)(=[O:15])[CH3:14].C1(C)C=CC(S(O)(=O)=O)=CC=1.O>C1C=CC=CC=1.C(OCC)(=O)C>[CH3:20][C:18]1([CH2:17][OH:16])[C:8]2[NH:9][C:4]3[C:5]([C:7]=2[CH2:10][CH2:11][O:12]1)=[CH:6][CH:1]=[CH:2][CH:3]=3.[C:13]([O-:16])(=[O:15])[CH3:14]. Procedure details: A mixture of the starting material, tryptophol (32.2 g, 0.2 mole), acetonyl acetate (23.2 g. 0.2 mole) and 3.2 g of p-toluenesulfonic acid in 500 ml of benzene is refluxed for 11/2 hr. in the presence of a Dean-Stark water trap. The benzene solution is washed with 5% sodium bicarbonate, water, dried and evaporated to afford an oil. The oil is subjected to chromatography on a silica gel column using 10% ethyl acetate in benzene as eluent. The acetate, 1-methyl-1,3,4,9-tetrahydropyrano[3,4-b]indol... Reactants: C1(=CC=C(C=C1)NC1(CCN(CC1)CC1=CC=CC=C1)C(=O)N)C (4-(p-tolyl-amino)-1-(phenylmethyl)-4-piperidine-carboxamide), C(OCC)(OCC)OCC (triethyl orthoformate). Conditions: temperature 150 celsius, time 15 hour. The product is C(C1=CC=CC=C1)N1CCC2(C(N=CN2C2=CC=C(C=C2)C)=O)CC1 (8-benzyl-1-p-tolyl-1,3,8-triazaspiro[4,5]dec-2-en-4-one). RXN SMILES: [C:1]1([CH3:24])[CH:6]=[CH:5][C:4]([NH:7][C:8]2([C:21]([NH2:23])=[O:22])[CH2:13][CH2:12][N:11]([CH2:14][C:15]3[CH:20]=[CH:19][CH:18]=[CH:17][CH:16]=3)[CH2:10][CH2:9]2)=[CH:3][CH:2]=1.[CH:25](OCC)(OCC)OCC>>[CH2:14]([N:11]1[CH2:12][CH2:13][C:8]2([N:7]([C:4]3[CH:3]=[CH:2][C:1]([CH3:24])=[CH:6][CH:5]=3)[CH:25]=[N:23][C:21]2=[O:22])[CH2:9][CH2:10]1)[C:15]1[CH:16]=[CH:17][CH:18]=[CH:19][CH:20]=1. Procedure: 4-(p-tolyl-amino)-1-(phenylmethyl)-4-piperidine-carboxamide (1.62 g) was dissolved in 10 ml triethyl orthoformate and stirred at 150° C. for 15 hours. After cooling to room temperature, the reaction mixture was filtered and the light brown powder washed with ether to yield 8-benzyl-1-p-tolyl-1,3,8-triazaspiro[4,5]dec-2-en-4-one (0.99 g). M.p. 208-213° C. The reactants are BrC1=CC2=C(N3C4=C(C(N2)=O)C=CC=C4CC3)C=C1 (9-bromo-1,2-dihydrobenzo[b]pyrrolo[3,2,1-jk][1,4]benzodiazepin-6-one), [H-].[Na+] (sodium hydride), O (water), C(C#C)Br (Propargyl bromide). Run in CN(C=O)C (dimethylformamide). Conditions: time 30 minute. Product: BrC1=CC2=C(N3C4=C(C(N2CC#C)=O)C=CC=C4CC3)C=C1 (9-Bromo-1,2-dihydro-7-(2-propynyl)benzo[b]pyrrolo[3,2,1-jk][1,4]benzodiazepin-6-one). Reaction SMILES: [Br:1][C:2]1[CH:19]=[CH:18][C:5]2[N:6]3[CH2:17][CH2:16][C:15]4[C:7]3=[C:8]([CH:12]=[CH:13][CH:14]=4)[C:9](=[O:11])[NH:10][C:4]=2[CH:3]=1.[H-].[Na+].O.[CH2:23](Br)[C:24]#[CH:25]>CN(C)C=O>[Br:1][C:2]1[CH:19]=[CH:18][C:5]2[N:6]3[CH2:17][CH2:16][C:15]4[C:7]3=[C:8]([CH:12]=[CH:13][CH:14]=4)[C:9](=[O:11])[N:10]([CH2:25][C:24]#[CH:23])[C:4]=2[CH:3]=1 |f:1.2|. Procedure details: A solution of 9-bromo-1,2-dihydrobenzo[b]pyrrolo[3,2,1-jk][1,4]benzodiazepin-6-one (8.0 gm, 25.4 mmoles) in dimethylformamide (DMF, 120 ml) was stirred with sodium hydride (50% oil suspension, 1.9 gm, 1.6 eq) at ~0° C. (water bath) for 1.5 hours. Propargyl bromide (80% wt in toluene, 7.5 gm, 2 eq) was charged in one portion. The mixture was stirred for 30 minutes. After the starting material was consumed (TLC, dichloromethane), the solution was diluted with dichloromethane, then washed with wate... Reaction conditions: temperature 85 celsius, time 2 hour. Reaction SMILES: CC[O:3][C:4]([C:6]1[N:7](C(OC(C)(C)C)=O)[C:8]2[C:13]([CH:14]=1)=[C:12]([O:15][CH2:16][C:17]1[C:21]3[CH:22]=[C:23]([Cl:26])[CH:24]=[CH:25][C:20]=3[O:19][CH:18]=1)[CH:11]=[CH:10][CH:9]=2)=[O:5].[OH-].[K+]>C1COCC1.O.C(O)C>[Cl:26][C:23]1[CH:24]=[CH:25][C:20]2[O:19][CH:18]=[C:17]([CH2:16][O:15][C:12]3[CH:11]=[CH:10][CH:9]=[C:8]4[C:13]=3[CH:14]=[C:6]([C:4]([OH:5])=[O:3])[NH:7]4)[C:21]=2[CH:22]=1 |f:1.2,3.4.5|. Run in C1CCOC1.O.C(C)O (THF water ethanol). The reactants are [OH-].[K+] (KOH), mixture, CCOC(=O)C=1N(C2=CC=CC(=C2C1)OCC1=COC2=C1C=C(C=C2)Cl)C(=O)OC(C)(C)C (4-(5-Chloro-benzofuran-3-ylmethoxy)-indole-1,2-dicarboxylic acid 1-tert-butyl ester 2-ethyl ester). Procedure details: 101 (7.7 g, 16.3 mmol) is dissolved in 15 ml of a 1:1:1 mixture of THF/water/ethanol and after addition of KOH pellets (5.4 g, 81.9 mmol) the mixture is stirred for 2 h at 85° C. Then the organic phase is evaporated under reduced pressure. The residue is dissolved in ethyl acetate, acidified with 2M HCl and filtered off. The crude product is purified by crystalisation from ethyl acetate. Product: ClC=1C=CC2=C(C(=CO2)COC2=C3C=C(NC3=CC=C2)C(=O)O)C1 (4-(5-Chloro-benzofuran-3-ylmethoxy)-1H-indole-2-carboxylic acid).